From a dataset of the Open Reaction Database (ORD), a public repository of structured organic reaction records. describe an organic reaction: reactants, conditions, products, and yield Starting materials: CNC1=NC=CC(=C1)OC=1C=C2C=CC=C(C2=CC1)C(=O)O (6-(2-Methylaminopyridin-4-yloxy)-1-naphthoic acid), CN(C)C(=[N+](C)C)ON1C2=C(C=CC=C2)N=N1.[B-](F)(F)(F)F (TBTU), COC1=CC=C(C=C1)N (p-anisidine), CCN(C(C)C)C(C)C (DIPEA). The solvent is CN(C)C=O (DMF). Conditions: time 16 hour. The product is CNC1=NC=CC(=C1)OC=1C=C2C=CC=C(C2=CC1)C(=O)NC1=CC=C(C=C1)OC (6-((2-(methylamino)-4-pyridinyl)oxy)-N-(4-(methoxy)phenyl)-1-naphthalenecarboxamide). As a reaction SMILES: [CH3:1][NH:2][C:3]1[CH:8]=[C:7]([O:9][C:10]2[CH:11]=[C:12]3[C:17](=[CH:18][CH:19]=2)[C:16]([C:20](O)=[O:21])=[CH:15][CH:14]=[CH:13]3)[CH:6]=[CH:5][N:4]=1.[CH3:23][O:24][C:25]1[CH:30]=[CH:29][C:28]([NH2:31])=[CH:27][CH:26]=1.CCN(C(C)C)C(C)C.CN(C(ON1N=NC2C=CC=CC1=2)=[N+](C)C)C.[B-](F)(F)(F)F>CN(C=O)C>[CH3:1][NH:2][C:3]1[CH:8]=[C:7]([O:9][C:10]2[CH:11]=[C:12]3[C:17](=[CH:18][CH:19]=2)[C:16]([C:20]([NH:31][C:28]2[CH:29]=[CH:30][C:25]([O:24][CH3:23])=[CH:26][CH:27]=2)=[O:21])=[CH:15][CH:14]=[CH:13]3)[CH:6]=[CH:5][N:4]=1 |f:3.4|. Procedure: 6-(2-Methylaminopyridin-4-yloxy)-1-naphthoic acid (170 mg, 0.58 mmol), p-anisidine (107 mg, 0.87 mmol), DIPEA (149 mg, 1.16 mmol) and TBTU (223 mg, 0.69 mmol) were combined in DMF (3.0 mL) and the reaction mixture was stirred at RT for 16 h, quenched by addition of a 6M aqueous NaOH solution. The precipitate was filtered off, treated with DCM, sonicated. The title compound was isolated by filtration. MS (ESI, pos. ion) m/z: 400.1 (M+1). Mass Calc'd for C24H21N3O3: 399.45. Starting materials: C(C)OC(=O)C=1N(N=C(C1)C1=CC(=C(C=C1)F)C(F)(F)F)C (5-(4-fluoro-3-trifluoromethyl-phenyl)-2-methyl-2H-pyrazole-3-carboxylic acid ethyl ester), [H-].[Al+3].[Li+].[H-].[H-].[H-] (lithium aluminium hydride). Yields the product FC1=C(C=C(C=C1)C=1C=C(N(N1)C)CO)C(F)(F)F ([5-(4-fluoro-3-trifluoromethyl-phenyl)-2-methyl-2H-pyrazol-3-yl]-methanol). As a reaction SMILES: C([O:3][C:4]([C:6]1[N:7]([CH3:22])[N:8]=[C:9]([C:11]2[CH:16]=[CH:15][C:14]([F:17])=[C:13]([C:18]([F:21])([F:20])[F:19])[CH:12]=2)[CH:10]=1)=O)C.[H-].[Al+3].[Li+].[H-].[H-].[H-]>>[F:17][C:14]1[CH:15]=[CH:16][C:11]([C:9]2[CH:10]=[C:6]([CH2:4][OH:3])[N:7]([CH3:22])[N:8]=2)=[CH:12][C:13]=1[C:18]([F:20])([F:19])[F:21] |f:1.2.3.4.5.6|. Reported procedure: In analogy to the procedure described for example 1 a], 5-(4-fluoro-3-trifluoromethyl-phenyl)-2-methyl-2H-pyrazole-3-carboxylic acid ethyl ester was reduced with lithium aluminium hydride to give [5-(4-fluoro-3-trifluoromethyl-phenyl)-2-methyl-2H-pyrazol-3-yl]-methanol as white solid. The reactants are CCC1(C(F)C(=O)OC)OCCO1, Cl, NO, c1ccncc1. Product: CCC1(C(F)C(=O)NO)OCCO1. RXN SMILES: [CH3:1][O:2][C:3]([CH:4]([C:5]1([CH2:10][CH3:11])[O:6][CH2:7][CH2:8][O:9]1)[F:12])=[O:13].[ClH:14].[NH2:15][OH:16].[cH:17]1[cH:18][cH:19][n:20][cH:21][cH:22]1>>[O:2]=[C:3]([CH:4]([C:5]1([CH2:10][CH3:11])[O:6][CH2:7][CH2:8][O:9]1)[F:12])[NH:15][OH:16]. Starting materials: FC1=NC=CC=C1C1=NC(=NC(=N1)C)N(CC1=CC=C(C=C1)OC)CC1=CC=C(C=C1)OC (4-(2-fluoropyridin-3-yl)-N,N-bis(4-methoxybenzyl)-6-methyl-1,3,5-triazin-2-amine), NC=1C=C(C(=NC1)Cl)NS(=O)(=O)C1=CC=C(C=C1)F (N-(5-amino-2-chloropyridin-3-yl)-4-fluorobenzenesulfonamide), C[Si](C)(C)[N-][Si](C)(C)C.[Li+] (Lithium bis(trimethylsilyl)amide), solution. The solvent is C1CCOC1 (THF), O1CCCC1 (tetrahydrofuran). Conditions: temperature 0 celsius, time 10 minute. Yields the product COC1=CC=C(CN(C2=NC(=NC(=N2)C)C=2C(=NC=CC2)NC=2C=C(C(=NC2)Cl)NS(=O)(=O)C2=CC=C(C=C2)F)CC2=CC=C(C=C2)OC)C=C1 (N-(5-(3-(4-(Bis(4-Methoxybenzyl)Amino)-6-Methyl-1,3,5-Triazin-2-yl)Pyridin-2-Ylamino)-2-Chloropyridin-3-yl)-4-Fluorobenzenesulfonamide). The yield is 46.7%. RXN SMILES: [NH2:1][C:2]1[CH:3]=[C:4]([NH:9][S:10]([C:13]2[CH:18]=[CH:17][C:16]([F:19])=[CH:15][CH:14]=2)(=[O:12])=[O:11])[C:5]([Cl:8])=[N:6][CH:7]=1.C[Si]([N-][Si](C)(C)C)(C)C.[Li+].F[C:31]1[C:36]([C:37]2[N:42]=[C:41]([CH3:43])[N:40]=[C:39]([N:44]([CH2:54][C:55]3[CH:60]=[CH:59][C:58]([O:61][CH3:62])=[CH:57][CH:56]=3)[CH2:45][C:46]3[CH:51]=[CH:50][C:49]([O:52][CH3:53])=[CH:48][CH:47]=3)[N:38]=2)=[CH:35][CH:34]=[CH:33][N:32]=1>C1COCC1>[CH3:62][O:61][C:58]1[CH:57]=[CH:56][C:55]([CH2:54][N:44]([CH2:45][C:46]2[CH:47]=[CH:48][C:49]([O:52][CH3:53])=[CH:50][CH:51]=2)[C:39]2[N:40]=[C:41]([CH3:43])[N:42]=[C:37]([C:36]3[C:31]([NH:1][C:2]4[CH:3]=[C:4]([NH:9][S:10]([C:13]5[CH:14]=[CH:15][C:16]([F:19])=[CH:17][CH:18]=5)(=[O:11])=[O:12])[C:5]([Cl:8])=[N:6][CH:7]=4)=[N:32][CH:33]=[CH:34][CH:35]=3)[N:38]=2)=[CH:60][CH:59]=1 |f:1.2|. Reported procedure: A mixture of N-(5-amino-2-chloropyridin-3-yl)-4-fluorobenzenesulfonamide (0.08 g, 0.265 mmol) in THF (5 mL) was cooled to 0° C. under N2. Lithium bis(trimethylsilyl)amide, 1.0 M solution in tetrahydrofuran (Aldrich) (0.795 mL, 0.795 mmol) was added dropwise and the mixture was stirred at 0° C. for 30 min before 4-(2-fluoropyridin-3-yl)-N,N-bis(4-methoxybenzyl)-6-methyl-1,3,5-triazin-2-amine (0.142 g, 0.318 mmol) was added. The resulting mixture was stirred at 0° C. for 10 min then removed from t... Starting materials: COC(=O)c1ccc(CCl)o1, CC(C)=O, [K+], [K+], O=[N+]([O-])c1cn[nH]c1, N#N, O=C([O-])[O-]. Yields the product COC(=O)c1ccc(Cn2cc([N+](=O)[O-])cn2)o1. RXN SMILES: [CH3:11][O:12][C:13](=[O:14])[c:15]1[o:16][c:17]([CH2:20][Cl:21])[cH:18][cH:19]1.[CH3:28][C:29](=[O:30])[CH3:31].[K+:22].[K+:23].[N+:3](=[O:4])([O-:5])[c:6]1[cH:7][n:8][nH:9][cH:10]1.[N:1]#[N:2].[O-:24][C:25]([O-:26])=[O:27]>>[N+:3](=[O:4])([O-:5])[c:6]1[cH:7][n:8]([CH2:20][c:17]2[o:16][c:15]([C:13]([O:12][CH3:11])=[O:14])[cH:19][cH:18]2)[n:9][cH:10]1.